This data is from the Open Reaction Database (ORD), a public repository of structured organic reaction records. The task is: describe an organic reaction: reactants, conditions, products, and yield The reactants are C1(=CC=CC=C1)NC(C(=O)OCC)C(C)O (ethyl 2-phenylamino-3-hydroxybutanoate), O(C1=CC=CC=C1)C=1C=C(CBr)C=CC1 (m-phenoxybenzyl bromide), C([O-])([O-])=O.[K+].[K+] (potassium carbonate), [OH-].[Na+] (sodium hydoxide). Run in CN(C)P(=O)(N(C)C)N(C)C (HMPT), O (water), CO (methanol), CCOCC.O (ether water). Reaction conditions: time 8 hour. Yields the product m-phenoxybenzyl ester, C1(=CC=CC=C1)NC(C(=O)O)C(C)O (2-phenylamino-3-hydroxybutanoic acid). As a reaction SMILES: [OH-].[Na+].[C:3]1([NH:9][CH:10]([CH:16]([OH:18])[CH3:17])[C:11]([O:13]CC)=[O:12])[CH:8]=[CH:7][CH:6]=[CH:5][CH:4]=1.O(C1C=C(C=CC=1)CBr)C1C=CC=CC=1.C(=O)([O-])[O-].[K+].[K+]>CN(P(N(C)C)(N(C)C)=O)C.CCOCC.O.O.CO>[C:3]1([NH:9][CH:10]([CH:16]([OH:18])[CH3:17])[C:11]([OH:13])=[O:12])[CH:4]=[CH:5][CH:6]=[CH:7][CH:8]=1 |f:0.1,4.5.6,8.9|. Procedure details: To a mixture of ethyl 2-bromo-3-hydroxybutanoate (10 g) and 15 ml of HMPT is added 13.2 g of aniline. The reaction is stirred at RT for 3 days and then taken up in ether followed by washing with dilute sulfuric acid, pH 3, and water. The ether phase is dried over magnesium sulfate and evaporated to yield ethyl 2-phenylamino-3-hydroxybutanoate, which is saponified using 1.6 g of sodium hydoxide, 40 ml of methanol and 20 ml of water with stirring overnight at RT. The acid 2-phenylamino-3-hydroxybu... Reactants: NC1=CC=CC=C1, COC1=CC=C(S(=O)(Cl)=O)C=C1OC. Reagents/catalysts: O=C([O-])O.[Na+] (NaHCO3). Run in O (water), OCCOCCOCCOCCOCCO (PEG400), CC(C)=O (acetone). Run at temperature 25 celsius, pressure 100 psi, time 20 minute. The product is COc1ccc(S(=O)(=O)Nc2ccccc2)cc1OC. Isolated yield 100.0%. Reactants: N(=[N+]=[N-])CC1=CC=C(C=C1)C#N (α-azido-4-cyanotoluene), N(=[N+]=[N-])CC1=CC=C(C=C1)C#N (α-azido-4-cyanotoluene). The reagents and catalysts are [Pd] (Pd). Solvent: CCOC(=O)C (EtOAc). Product: C(#N)C1=CC=C(CN)C=C1 (p-cyanobenzylamine). The yield is 93.5%. As a reaction SMILES: [N:1]([CH2:4][C:5]1[CH:10]=[CH:9][C:8]([C:11]#[N:12])=[CH:7][CH:6]=1)=[N+]=[N-]>CCOC(C)=O.[Pd]>[C:4]([C:5]1[CH:10]=[CH:9][C:8]([CH2:11][NH2:12])=[CH:7][CH:6]=1)#[N:1]. Procedure details: 10% Pd-on-C (Aldrich, 800 mg) catalyst was added to a solution of α-azido-4-cyanotoluene (compound 33, 8 g, 51 mmol) in EtOAc (150 mL). The reaction mixture was hydrogenated (H2, 45 psi) in a Parr apparatus for 11 hours. Catalyst was removed by filtering and the solvent was removed under vacuum to give the title compound (6.3 g, 93%). 1HNMR (CDCl3) δ3.85 (s, 2H), 7.45 (d, 2H, J=8.1), 7.60 (d, 2H, J=8.1 Hz), 7.78 (s, 2H, NH2).